This data is from the Open Reaction Database (ORD), a public repository of structured organic reaction records. The task is: describe an organic reaction: reactants, conditions, products, and yield The reactants are CC1=C(N=C(O1)COC1=CC=C(C=C1)/C=C/C=O)C1=CC=CC=C1 ((E)-3-[4-(5-methyl-4-phenyl-2-oxazolylmethoxy)phenyl]-2-propen-1-al), C(#N)CP(OCC)(OCC)=O (diethyl cyanomethylphosphonate). The product is CC1=C(N=C(O1)COC1=CC=C(C=C1)/C=C/C=C/C#N)C1=CC=CC=C1 ((E,E)-5-[4-(5-methyl-4-phenyl-2-oxazolylmethoxy)phenyl]-2,4-pentadienenitrile). Reaction SMILES: [CH3:1][C:2]1[O:6][C:5]([CH2:7][O:8][C:9]2[CH:14]=[CH:13][C:12](/[CH:15]=[CH:16]/[CH:17]=O)=[CH:11][CH:10]=2)=[N:4][C:3]=1[C:19]1[CH:24]=[CH:23][CH:22]=[CH:21][CH:20]=1.[C:25]([CH2:27]P(=O)(OCC)OCC)#[N:26]>>[CH3:1][C:2]1[O:6][C:5]([CH2:7][O:8][C:9]2[CH:14]=[CH:13][C:12](/[CH:15]=[CH:16]/[CH:17]=[CH:27]/[C:25]#[N:26])=[CH:11][CH:10]=2)=[N:4][C:3]=1[C:19]1[CH:20]=[CH:21][CH:22]=[CH:23][CH:24]=1. Procedure: According to the method described for Reference Example 35, (E)-3-[4-(5-methyl-4-phenyl-2-oxazolylmethoxy)phenyl]-2-propen-1-al was allowed to react with diethyl cyanomethylphosphonate to give (E,E)-5-[4-(5-methyl-4-phenyl-2-oxazolylmethoxy)phenyl]-2,4-pentadienenitrile. Then, according to the method described for Reference Example 16, (E,E)-5-[4-(5-methyl-4-phenyl-2-oxazolylmethoxy)phenyl]-2,4-pentadienenitrile was subjected to catalytic reduction to give 5-[4-(5-methyl-4-phenyl-2-oxazolylmetho... The reactants are C(C)(=O)OCC (ethyl acetate), C([O-])([O-])=O.[K+].[K+] (potassium carbonate), C(C(C)(C)C)(=O)OCCl (pivaloyloxymethyl chloride), OCC=1N=C(N(C1C(=O)O)CC1=CC=C(C=C1)C1=C(C=CC=C1)C1=NN=NN1C(C1=CC=CC=C1)(C1=CC=CC=C1)C1=CC=CC=C1)CCC (4-hydroxymethyl-2-propyl-1-{4-[2-(trityltetrazol-5-yl)phenyl]phenyl}methylimidazole-5-carboxylic acid). Solvent: O (water), CN(C(C)=O)C (N,N-dimethylacetamide). Run at time 6 hour. Product: OCC=1N=C(N(C1C(=O)OCOC(C(C)(C)C)=O)CC1=CC=C(C=C1)C1=C(C=CC=C1)C1=NN=NN1C(C1=CC=CC=C1)(C1=CC=CC=C1)C1=CC=CC=C1)CCC (Pivaloyloxymethyl 4-hydroxymethyl-2-propyl-1-{4-[2-(trityltetrazol-5-yl)phenyl]phenyl}methylimidazole-5-carboxylate). Yield: 79.2%. Reaction SMILES: C(=O)([O-])[O-].[K+].[K+].[C:7]([O:13][CH2:14]Cl)(=[O:12])[C:8]([CH3:11])([CH3:10])[CH3:9].[OH:16][CH2:17][C:18]1[N:19]=[C:20]([CH2:63][CH2:64][CH3:65])[N:21]([CH2:26][C:27]2[CH:32]=[CH:31][C:30]([C:33]3[CH:38]=[CH:37][CH:36]=[CH:35][C:34]=3[C:39]3[N:43]([C:44]([C:57]4[CH:62]=[CH:61][CH:60]=[CH:59][CH:58]=4)([C:51]4[CH:56]=[CH:55][CH:54]=[CH:53][CH:52]=4)[C:45]4[CH:50]=[CH:49][CH:48]=[CH:47][CH:46]=4)[N:42]=[N:41][N:40]=3)=[CH:29][CH:28]=2)[C:22]=1[C:23]([OH:25])=[O:24].C(OCC)(=O)C>CN(C)C(=O)C.O>[OH:16][CH2:17][C:18]1[N:19]=[C:20]([CH2:63][CH2:64][CH3:65])[N:21]([CH2:26][C:27]2[CH:28]=[CH:29][C:30]([C:33]3[CH:38]=[CH:37][CH:36]=[CH:35][C:34]=3[C:39]3[N:43]([C:44]([C:51]4[CH:56]=[CH:55][CH:54]=[CH:53][CH:52]=4)([C:57]4[CH:58]=[CH:59][CH:60]=[CH:61][CH:62]=4)[C:45]4[CH:50]=[CH:49][CH:48]=[CH:47][CH:46]=4)[N:42]=[N:41][N:40]=3)=[CH:31][CH:32]=2)[C:22]=1[C:23]([O:25][CH2:14][O:13][C:7](=[O:12])[C:8]([CH3:11])([CH3:10])[CH3:9])=[O:24] |f:0.1.2|. Procedure details: 0.30 g of potassium carbonate and 0.24 g of pivaloyloxymethyl chloride were added to a solution of 0.98 g of 4-hydroxymethyl-2-propyl-1-{4-[2-(trityltetrazol-5-yl)phenyl]phenyl}methylimidazole-5-carboxylic acid [prepared as described in step (a) above] in 10 ml of N,N-dimethylacetamide, and the resulting mixture was stirred at room temperature for 6 hours. At the end of this time, the reaction mixture was mixed with ethyl acetate and water. The ethyl acetate layer was separated and dried over an... Reactants: COC(C(C(=O)OC)C1=C(C=C(C=C1)F)[N+](=O)[O-])=O (2-(4-fluoro-2-nitro-phenyl)-malonic acid dimethyl ester), Cl (HCl). Reagents/catalysts: [Fe] (Iron). The solvent is C(C)(=O)O (acetic acid). Run at time 2 hour. Product: FC1=CC=C2CC(NC2=C1)=O (6-fluoro-1,3-dihydro-indol-2-one). The yield is 90.2%. As a reaction SMILES: C[O:2][C:3](=O)[CH:4]([C:9]1[CH:14]=[CH:13][C:12]([F:15])=[CH:11][C:10]=1[N+:16]([O-])=O)C(OC)=O.Cl>C(O)(=O)C.[Fe]>[F:15][C:12]1[CH:11]=[C:10]2[C:9]([CH2:4][C:3](=[O:2])[NH:16]2)=[CH:14][CH:13]=1. Procedure details: To a mixture of NaH (60%, 7 g, 0.16 mol) in dimethyl sulfoxide (150 mL) was added dropwise dimethyl malonate (20 mL, 0.16 mol). The mixture was heated to 100° C. for 10 min then cooled to room temperature, followed by the addition of 2,5-difluoronitrobenzene (14 g, 0.08 mol). After stirred at 90° C. for 2 h, the mixture was cooled and poured into 5% aq.HCl with ice cooling. EtOAc (50 mL) was added and the organic phase was separated, washed by water and dried with Na2SO4. The solvent was removed... Yields the product CC(C)(C)OC(=O)N1CCC(O)(c2ccc(Cl)cc2)C1. Reactants: [Br-], CC(C)(C)OC(=O)N1CCC(=O)C1, C1CCOC1, [Mg+]c1ccc(Cl)cc1. Reaction SMILES: [Br-:14].[C:1]([CH3:2])([CH3:3])([CH3:4])[O:5][C:6](=[O:7])[N:8]1[CH2:9][C:10](=[O:13])[CH2:11][CH2:12]1.[CH2:23]1[O:24][CH2:25][CH2:26][CH2:27]1.[Cl:15][c:16]1[cH:17][cH:18][c:19]([Mg+:22])[cH:20][cH:21]1>>[C:1]([CH3:2])([CH3:3])([CH3:4])[O:5][C:6](=[O:7])[N:8]1[CH2:9][C:10]([OH:13])([c:19]2[cH:18][cH:17][c:16]([Cl:15])[cH:21][cH:20]2)[CH2:11][CH2:12]1. Yields the product S(=O)(=O)(O)C1=CC=C(C)C=C1.N12C[C@@H](C(CC1)CC2)NC(=O)C=2OC1=C(C2)C=CC=C1C1=C(C=CC=C1)OC (N-[(3R)-1-Azabicyclo[2.2.2]oct-3-yl]-7-(2-methoxyphenyl)-1-benzofuran-2-carboxamide tosylate). Procedure: 95.9 mg (0.25 mmol) of N-[(3R)-1-azabicyclo[2.2.2]oct-3-yl]-7-(2-methoxyphenyl)-1-benzofuran-2-carboxamide (Example 130) are dissolved in 2 ml of methanol. After addition of 49.2 mg (0.25 mmol) of p-toluenesulphonic acid, the mixture is concentrated and the residue is dried under high vacuum. 143 mg (99.4% of theory) of the title compound are obtained. Starting materials: N12C[C@@H](C(CC1)CC2)NC(=O)C=2OC1=C(C2)C=CC=C1C1=C(C=CC=C1)OC (N-[(3R)-1-Azabicyclo[2.2.2]oct-3-yl]-7-[2-(methoxy)phenyl]-1-benzofuran-2-carboxamide), C1(=CC=C(C=C1)S(=O)(=O)O)C (p-toluenesulphonic acid). Reaction SMILES: [N:1]12[CH2:8][CH2:7][CH:4]([CH2:5][CH2:6]1)[C@@H:3]([NH:9][C:10]([C:12]1[O:13][C:14]3[C:20]([C:21]4[CH:26]=[CH:25][CH:24]=[CH:23][C:22]=4[O:27][CH3:28])=[CH:19][CH:18]=[CH:17][C:15]=3[CH:16]=1)=[O:11])[CH2:2]2.[C:29]1([CH3:39])[CH:34]=[CH:33][C:32]([S:35]([OH:38])(=[O:37])=[O:36])=[CH:31][CH:30]=1>CO>[S:35]([C:32]1[CH:33]=[CH:34][C:29]([CH3:39])=[CH:30][CH:31]=1)([OH:38])(=[O:37])=[O:36].[N:1]12[CH2:6][CH2:5][CH:4]([CH2:7][CH2:8]1)[C@@H:3]([NH:9][C:10]([C:12]1[O:13][C:14]3[C:20]([C:21]4[CH:26]=[CH:25][CH:24]=[CH:23][C:22]=4[O:27][CH3:28])=[CH:19][CH:18]=[CH:17][C:15]=3[CH:16]=1)=[O:11])[CH2:2]2 |f:3.4|. Solvent: CO (methanol).